Dataset: the Open Reaction Database (ORD), a public repository of structured organic reaction records. Task: describe an organic reaction: reactants, conditions, products, and yield The reactants are ice, BrC(C(=O)OCCOC(C1=CC(=CC(=C1)[N+](=O)[O-])[N+](=O)[O-])=O)(C)C (3,5-Dinitro-benzoic acid 2-(2-bromo-2-methyl-propionyloxy)-ethyl ester), Cl (HCl), [Sn](Cl)Cl (tin(II)chloride), [OH-].[K+] (KOH). Run in C(C)O.O1CCCC1 (ethanol tetrahydrofuran). Run at time 18 hour. Product: BrC(C(=O)OCCOC(C1=CC(=CC(=C1)N)N)=O)(C)C (3,5-Diamino-benzoic acid 2-(2-bromo-2-methyl-propionyloxy)-ethyl ester). Reaction SMILES: [Br:1][C:2]([CH3:24])([CH3:23])[C:3]([O:5][CH2:6][CH2:7][O:8][C:9](=[O:22])[C:10]1[CH:15]=[C:14]([N+:16]([O-])=O)[CH:13]=[C:12]([N+:19]([O-])=O)[CH:11]=1)=[O:4].Cl.[Sn](Cl)Cl.[OH-].[K+]>C(O)C.O1CCCC1>[Br:1][C:2]([CH3:24])([CH3:23])[C:3]([O:5][CH2:6][CH2:7][O:8][C:9](=[O:22])[C:10]1[CH:15]=[C:14]([NH2:16])[CH:13]=[C:12]([NH2:19])[CH:11]=1)=[O:4] |f:3.4,5.6|. Procedure details: 3,5-Dinitro-benzoic acid 2-(2-bromo-2-methyl-propionyloxy)-ethyl ester (9 g, 0.022 mol) was dissolved in 100 ml ethanol/tetrahydrofuran (1:1). In succession, 10N HCl (27 ml, 0.27 mol) and tin(II)chloride (50.1 g, 0.22 mol) were added. The solution was stirred at room temperature 18 h. The reaction mixture was poured into a separatory funnel containing 100 ml ice-cold water followed by the addition of 20% KOH (ice-cold, 444 g). The mixture was extracted with ether (3×100 ml). The combined organic...